From a dataset of the Open Reaction Database (ORD), a public repository of structured organic reaction records. describe an organic reaction: reactants, conditions, products, and yield Run in CN(C=O)C (dimethylformarnide), C(OC)COC (dimethoxyethane). Run at time 1 hour. Reagents/catalysts: C1=CC=C(C=C1)P([C-]2C=CC=C2)C3=CC=CC=C3.C1=CC=C(C=C1)P([C-]2C=CC=C2)C3=CC=CC=C3.Cl[Pd]Cl.[Fe+2] (1,1′-bis(diphenylphosphino) ferrocene-dichloropalladium(II)), C1(=CC=CC=C1)P(C1=CC=CC=C1)[C-]1C=CC=C1.[C-]1(C=CC=C1)P(C1=CC=CC=C1)C1=CC=CC=C1.[Fe+2].Cl[Pd]Cl (bis(diphenylphosphino)ferrocene dichloropalladium(II)). Starting materials: tetrakis-triphenylphosphine palladium, C(C)OC=1C=C(CC=2C(=NC(=NC2)N)N)C=C(C1I)OCC (5-(3,5-Diethoxy-4-iodo-benzyl)-pyrimidine-2,4-diamine), P(=O)([O-])([O-])[O-].[K+].[K+].[K+] (potassium phosphate), BrC1=CC=C(C=C1)N(C(C(F)(F)F)=O)C (N-(4-Bromophenyl)-2,2,2-trifluoro-N-methyl-acetamide), B1(OC(C(O1)(C)C)(C)C)B2OC(C(O2)(C)C)(C)C (bis(pinacolato)diboron), C(C)(=O)[O-].[K+] (potassium acetate), B1(OC(C(O1)(C)C)(C)C)B2OC(C(O2)(C)C)(C)C (bis(pinacolato)diboron). The yield is 38.5%. Reported procedure: N-(4-Bromophenyl)-2,2,2-trifluoro-N-methyl-acetamide (1.32 g; 5.2 mmol), bis(pinacolato)diboron (1.57 g; 14.1 mmol), potassium acetate (1.38 g; 14.1 mmol) and 1,1′-bis(diphenylphosphino) ferrocene-dichloropalladium(II) (PdCl2(dppf)) (228 mg; 0.29 mmol) are stirred in dimethoxyethane (47 ml; dried over a molecular sieve) at a bath temperature of 80° C. for 17 hours while gassing with argon. After cooling to room temperature, bis(pinacolato)diboron (250 mg; 0.995 mmol) and bis(diphenylphosphino)fe... Product: C(C)OC1=C(C(=CC(=C1)CC=1C(=NC(=NC1)N)N)OCC)C1=CC=C(C=C1)NC (5-(2,6-diethoxy-4′-methylamino-biphenyl-4-ylmethyl)-pyrimidine-2,4-diamine). As a reaction SMILES: Br[C:2]1[CH:7]=[CH:6][C:5]([N:8]([CH3:15])C(=O)C(F)(F)F)=[CH:4][CH:3]=1.B1(B2OC(C)(C)C(C)(C)O2)OC(C)(C)C(C)(C)O1.C([O-])(=O)C.[K+].[CH2:39]([O:41][C:42]1[CH:43]=[C:44]([CH:54]=[C:55]([O:58][CH2:59][CH3:60])[C:56]=1I)[CH2:45][C:46]1[C:47]([NH2:53])=[N:48][C:49]([NH2:52])=[N:50][CH:51]=1)[CH3:40].P([O-])([O-])([O-])=O.[K+].[K+].[K+]>C(COC)OC.C1C=CC(P(C2C=CC=CC=2)[C-]2C=CC=C2)=CC=1.C1C=CC(P(C2C=CC=CC=2)[C-]2C=CC=C2)=CC=1.Cl[Pd]Cl.[Fe+2].CN(C)C=O>[CH2:59]([O:58][C:55]1[CH:54]=[C:44]([CH2:45][C:46]2[C:47]([NH2:53])=[N:48][C:49]([NH2:52])=[N:50][CH:51]=2)[CH:43]=[C:42]([O:41][CH2:39][CH3:40])[C:56]=1[C:2]1[CH:3]=[CH:4][C:5]([NH:8][CH3:15])=[CH:6][CH:7]=1)[CH3:60] |f:2.3,5.6.7.8,10.11.12.13|. Starting materials: O=C([O-])[O-], CI, [K+], [K+], CN(C)C=O, CCOC(=O)C1CC1c1nc(-c2ccccc2)c[nH]1. Yields the product CCOC(=O)C1CC1c1nc(-c2ccccc2)cn1C. RXN SMILES: [C:20](=[O:21])([O-:22])[O-:23].[I:26][CH3:27].[K+:24].[K+:25].[O:28]=[CH:29][N:30]([CH3:31])[CH3:32].[c:1]1(-[c:7]2[n:8][c:9]([CH:12]3[CH:13]([C:15](=[O:16])[O:17][CH2:18][CH3:19])[CH2:14]3)[nH:10][cH:11]2)[cH:2][cH:3][cH:4][cH:5][cH:6]1>>[c:1]1(-[c:7]2[n:8][c:9]([CH:12]3[CH:13]([C:15](=[O:16])[O:17][CH2:18][CH3:19])[CH2:14]3)[n:10]([CH3:20])[cH:11]2)[cH:2][cH:3][cH:4][cH:5][cH:6]1. Starting materials: solid, BrC1=CC(=CC=2C(=C3N(C12)CCNC3=O)C)F (6-bromo-8-fluoro-10-methyl-3,4-dihydro-2H-pyrazino[1,2-a]indol-1-one), BrC1=CC(=CC=2C(=C3N(C12)CCNC3=O)C)F (6-bromo-8-fluoro-10-methyl-3,4-dihydro-2H-pyrazino[1,2-a]indol-1-one), FC1=CC=C(C=N1)B(O)O (6-fluoro-pyridin-3-ylboronic acid). Yields the product FC1=CC=2C(=C3N(C2C(=C1)C=1C=NC(=CC1)F)CCNC3=O)C (8-Fluoro-6-(6-fluoro-pyridin-3-yl)-10-methyl-3,4-dihydro-2H-pyrazino[1,2-a]indol-1-one). Reaction SMILES: Br[C:2]1[C:10]2[N:9]3[CH2:11][CH2:12][NH:13][C:14](=[O:15])[C:8]3=[C:7]([CH3:16])[C:6]=2[CH:5]=[C:4]([F:17])[CH:3]=1.[F:18][C:19]1[N:24]=[CH:23][C:22](B(O)O)=[CH:21][CH:20]=1>>[F:17][C:4]1[CH:3]=[C:2]([C:22]2[CH:23]=[N:24][C:19]([F:18])=[CH:20][CH:21]=2)[C:10]2[N:9]3[CH2:11][CH2:12][NH:13][C:14](=[O:15])[C:8]3=[C:7]([CH3:16])[C:6]=2[CH:5]=1. Procedure details: The title compound, off-white solid (59 mg, 75%), MS (ISP) m/z=314.5 [(M+H)+], mp 247° C., was prepared in accordance with the general method of example 1 from 6-bromo-8-fluoro-10-methyl-3,4-dihydro-2H-pyrazino[1,2-a]indol-1-one (intermediate 14) (74.3 mg, 0.25 mmol) and commercially available 6-fluoro-pyridin-3-ylboronic acid (45.8 mg, 0.325 mmol). The product is CCOC(=O)CCc1c[nH]cc1C. Reaction SMILES: [C:1](=[O:2])([OH:3])[CH2:4][CH2:5][c:6]1[cH:7][nH:8][cH:9][c:10]1[CH3:11].[CH2:12]([CH3:13])[O:14][CH2:15][CH3:16].[CH3:17][OH:18]>>[C:1]([O:2][CH2:12][CH3:13])(=[O:3])[CH2:4][CH2:5][c:6]1[cH:7][nH:8][cH:9][c:10]1[CH3:11]. Reactants: Cc1c[nH]cc1CCC(=O)O, CCOCC, CO.